Task: describe an organic reaction: reactants, conditions, products, and yield. Dataset: the Open Reaction Database (ORD), a public repository of structured organic reaction records Reactants: Cl.C(C)ON=CC1=CC=C(OCCCCC(=O)OCC)C=C1 (ethyl 5-[4-{1-(ethoxy)iminomethyl}phenoxy]valerate hydrochloride), [Cl-].[NH4+] (ammonium chloride), N (ammonia). Run in C(C)O (ethanol), C(C)O (ethanol). Yields the product Cl.C(N)(=N)C1=CC=C(OCCCCC(=O)OCC)C=C1 (ethyl 5-(4-amidinophenoxy)valerate hydrochloride). Yield: 106.1%. RXN SMILES: [ClH:1].C(O[N:5]=[CH:6][C:7]1[CH:22]=[CH:21][C:10]([O:11][CH2:12][CH2:13][CH2:14][CH2:15][C:16]([O:18][CH2:19][CH3:20])=[O:17])=[CH:9][CH:8]=1)C.[Cl-].[NH4+:24].N>C(O)C>[ClH:1].[C:6]([C:7]1[CH:22]=[CH:21][C:10]([O:11][CH2:12][CH2:13][CH2:14][CH2:15][C:16]([O:18][CH2:19][CH3:20])=[O:17])=[CH:9][CH:8]=1)(=[NH:5])[NH2:24] |f:0.1,2.3,6.7|. Procedure: A mixture of ethyl 5-[4-{1-(ethoxy)iminomethyl}phenoxy]valerate hydrochloride (28.2 g), ammonium chloride (4.8 g), ethanol solution of ammonia (42 ml) in ethanol (300 ml) was stirred and refluxed for 15 hours. After cooled to room temperature, the mixture was filtrated, and the filtrate was evaporated in vacuo, and the resulting precipitate was washed with diethyl ether to give ethyl 5-(4-amidinophenoxy)valerate hydrochloride (27.28 g). Starting materials: C(C)(C)(C)OC(=O)N1C[C@H](CCC1)NC1=NC=NC2=C(C=C(C=C12)I)C(=O)OC (methyl 4-{[(3S)-1-(tert-butoxycarbonyl)piperidin-3-yl]amino}-6-iodoquinazoline-8-carboxylate), [OH-].[NH4+] (ammonium hydroxide). The solvent is O (water), CC(C)O (iPrOH), CS(=O)C (DMSO). Conditions: time 2.5 day. The product is NC(=O)C=1C=C(C=C2C(=NC=NC12)N[C@@H]1CN(CCC1)C(=O)OC(C)(C)C)I (tert-butyl (3S)-3-{[8-(aminocarbonyl)-6-iodoquinazolin-4-yl]amino}piperidine-1-carboxylate). Reaction SMILES: [C:1]([O:5][C:6]([N:8]1[CH2:13][CH2:12][CH2:11][C@H:10]([NH:14][C:15]2[C:24]3[C:19](=[C:20]([C:26]([O:28]C)=O)[CH:21]=[C:22]([I:25])[CH:23]=3)[N:18]=[CH:17][N:16]=2)[CH2:9]1)=[O:7])([CH3:4])([CH3:3])[CH3:2].[OH-].[NH4+:31]>CC(O)C.CS(C)=O.O>[NH2:31][C:26]([C:20]1[CH:21]=[C:22]([I:25])[CH:23]=[C:24]2[C:19]=1[N:18]=[CH:17][N:16]=[C:15]2[NH:14][C@H:10]1[CH2:11][CH2:12][CH2:13][N:8]([C:6]([O:5][C:1]([CH3:4])([CH3:3])[CH3:2])=[O:7])[CH2:9]1)=[O:28] |f:1.2|. Procedure: Dissolved methyl 4-{[(3S)-1-(tert-butoxycarbonyl)piperidin-3-yl]amino}-6-iodoquinazoline-8-carboxylate (380.00 mg; 0.74 mmol; 1.00 eq.) in iPrOH (2.00 ml) and DMSO (2.00 ml) and then added ammonium hydroxide (5.00 ml). Stirred mixture at room temperature for 2.5 days. LCMS: M+1=498 major peak. Partially concentrated reaction. Diluted with water and filtered the resulting solids. Washed with water and dried to give an off-white solid (110 mg). LCMS: M+1=498. Reactants: S1C(=CC=C1)C1=C(C(=O)O)C=CC=C1 (2-thiophen-2-yl-benzoic acid), CC=1C(=NC(=CN1)C)N1C[C@@H]2CCNC[C@H]12 ((1R,6S)-8-(3,6-dimethyl-pyrazin-2-yl)-3,8-diaza-bicyclo[4.2.0]octane), N=1N(N=CC1)C1=C(C(=O)O)C=CC=C1 (2-[1,2,3]triazol-2-yl-benzoic acid), CC1=NC(=NC(=C1)C)N1C[C@@H]2CCNC[C@H]12 ((1R,6S)8-(4,6-dimethyl-pyrimidin-2-yl)-3,8-diaza-bicyclo[4.2.0]octane), N=1N(N=CC1)C1=C(C(=O)O)C=CC=C1 (2-[1,2,3]triazol-2-yl-benzoic acid). The solvent is C(Cl)Cl (DCM), C(Cl)Cl (DCM). Yields the product CC=1C(=NC(=CN1)C)N1C[C@@H]2CCN(C[C@H]12)C(=O)C1=C(C=CC=C1)N1N=CC=N1 ((1R,6S)-8-(3,6-Dimethylpyrazin-2-yl)-3-{[2-(2H-1,2,3-triazol-2-yl)phenyl]carbonyl}-3,8-diazabicyclo[4.2.0]octane). As a reaction SMILES: [CH3:1][C:2]1[C:3]([N:9]2[C@@H:16]3[C@@H:11]([CH2:12][CH2:13][NH:14][CH2:15]3)[CH2:10]2)=[N:4][C:5]([CH3:8])=[CH:6][N:7]=1.CC1C=C(C)N=C(N2[C@@H]3[C@@H](CCNC3)C2)N=1.[N:33]1[N:34]([C:38]2[CH:46]=[CH:45][CH:44]=[CH:43][C:39]=2[C:40](O)=[O:41])[N:35]=[CH:36][CH:37]=1.S1C=CC=C1C1C=CC=CC=1C(O)=O>C(Cl)Cl>[CH3:1][C:2]1[C:3]([N:9]2[C@@H:16]3[C@@H:11]([CH2:12][CH2:13][N:14]([C:40]([C:39]4[CH:43]=[CH:44][CH:45]=[CH:46][C:38]=4[N:34]4[N:35]=[CH:36][CH:37]=[N:33]4)=[O:41])[CH2:15]3)[CH2:10]2)=[N:4][C:5]([CH3:8])=[CH:6][N:7]=1. Procedure: The title compound was prepared in a manner analogous to Example 1, substituting (1R,6S)-8-(3,6-dimethyl-pyrazin-2-yl)-3,8-diaza-bicyclo[4.2.0]octane (Intermediate 10) for (1R,6S)8-(4,6-dimethyl-pyrimidin-2-yl)-3,8-diaza-bicyclo[4.2.0]octane and 2-[1,2,3]triazol-2-yl-benzoic acid (Intermediate 14) for 2-thiophen-2-yl-benzoic acid and DCM in place of DMF. DCM was used in place of DMF. MS (ESI) mass calcd. For O21H23N7O, 389.46; m/z found 390.1 [M+H]+. 1H NMR (CDCl3): 8.03-7.91 (m, 1H), 7.81-7.64 ... Reactants: amine, C(C)O (ethanol), N(=[N+]=[N-])CCCC1=CC=CC=2OCCOC21 (5-(3-Azidopropyl)-2,3-dihydro-1,4-benzodioxin), [H][H] (hydrogen). Reagents/catalysts: [Pd] (palladium on carbon). Procedure details: The amine is first of all synthesised by catalytic hydrogenation of the compound obtained in Step A. The latter (900 mg; 4.1 mmol) is dissolved with ethanol (15 ml) in the reactor of a Paar apparatus. After the addition of the catalyst, in this case 10% palladium on carbon (90 mg; 10% by weight), stirring is maintained for 4 hours at room temperature at a hydrogen pressure of 45 psi. The reaction mixture is filtered and then concentrated under reduced pressure, and the amine is recovered in the ... As a reaction SMILES: [N:1]([CH2:4][CH2:5][CH2:6][C:7]1[C:16]2[O:15][CH2:14][CH2:13][O:12][C:11]=2[CH:10]=[CH:9][CH:8]=1)=[N+]=[N-].[H][H].[CH2:19]([OH:21])[CH3:20]>[Pd]>[O:12]1[C:11]2[CH:10]=[CH:9][CH:8]=[C:7]([CH2:6][CH2:5][CH2:4][NH:1][C:19](=[O:21])[CH3:20])[C:16]=2[O:15][CH2:14][CH2:13]1. Yields the product O1CCOC2=C1C=CC=C2CCCNC(C)=O (N-[3-(2,3-Dihydro-1,4-benzodioxin-5-yl)propyl]acetamide). Reactants: CCC(C)C(=O)OC1CC(C)C=C2C=CC(C)C(CCC3CC(O[Si](C)(C)C(C)(C)C)CC(=O)O3)C21, Cc1ccccc1, NCc1ccccc1. The product is CCC(C)C(=O)OC1CC(C)C=C2C=CC(C)C(CCC(O)CC(CC(=O)NCc3ccccc3)O[Si](C)(C)C(C)(C)C)C21. Reaction SMILES: [C:1]([CH3:2])([CH3:3])([CH3:4])[Si:5]([O:6][CH:7]1[CH2:8][CH:9]([CH2:14][CH2:15][CH:16]2[CH:17]([CH3:34])[CH:18]=[CH:19][C:20]3=[CH:21][CH:22]([CH3:33])[CH2:23][CH:24]([O:26][C:27]([CH:28]([CH2:29][CH3:30])[CH3:31])=[O:32])[CH:25]23)[O:10][C:11](=[O:13])[CH2:12]1)([CH3:35])[CH3:36].[CH3:45][c:46]1[cH:47][cH:48][cH:49][cH:50][cH:51]1.[NH2:37][CH2:38][c:39]1[cH:40][cH:41][cH:42][cH:43][cH:44]1>>[C:1]([CH3:2])([CH3:3])([CH3:4])[Si:5]([O:6][CH:7]([CH2:8][CH:9]([OH:10])[CH2:14][CH2:15][CH:16]1[CH:17]([CH3:34])[CH:18]=[CH:19][C:20]2=[CH:21][CH:22]([CH3:33])[CH2:23][CH:24]([O:26][C:27]([CH:28]([CH2:29][CH3:30])[CH3:31])=[O:32])[CH:25]12)[CH2:12][C:11](=[O:13])[NH:37][CH2:38][c:39]1[cH:40][cH:41][cH:42][cH:43][cH:44]1)([CH3:35])[CH3:36]. The reactants are CC(C)OC(=O)/N=N/C(=O)OC(C)C (DIAD), FC1=C(C(=O)OC)C(=CC=C1O)F (methyl 2,6-difluoro-3-hydroxybenzoate), C(COCCO)O.COC (diethyleneglycol monomethyl ether), C1=CC=C(C=C1)P(C2=CC=CC=C2)C3=CC=CC=C3 (PPh3), [OH-].[Na+] (NaOH). The solvent is C1CCOC1 (THF), O (water). Run at temperature -78 celsius, time 1 hour. Yields the product FC1=C(C(=O)O)C(=CC=C1OCCOCCOC)F (2,6-difluoro-3-(2-(2-methoxyethoxy)ethoxy)benzoic acid). Isolated yield 69.4%. As a reaction SMILES: [F:1][C:2]1[C:11]([OH:12])=[CH:10][CH:9]=[C:8]([F:13])[C:3]=1[C:4]([O:6]C)=[O:5].[CH2:14]([OH:20])[CH2:15][O:16][CH2:17][CH2:18]O.[CH3:21]OC.C1C=CC(P(C2C=CC=CC=2)C2C=CC=CC=2)=CC=1.CC(OC(/N=N/C(OC(C)C)=O)=O)C.[OH-].[Na+]>C1COCC1.O>[F:1][C:2]1[C:11]([O:12][CH2:18][CH2:17][O:16][CH2:15][CH2:14][O:20][CH3:21])=[CH:10][CH:9]=[C:8]([F:13])[C:3]=1[C:4]([OH:6])=[O:5] |f:1.2,5.6|. Reported procedure: A mixture of methyl 2,6-difluoro-3-hydroxybenzoate (500 mg, 2.66 mmol), diethyleneglycol-monomethyl ether (479 mg, 3.99 mmol) and PPh3 (1046 mg, 3.99 mmol) in THF (12.0 mL) was purged with nitrogen, cooled to −78° C. and then DIAD (753 μl, 3.99 mmol) added over 5 min. The reaction mixture was warmed to RT and after 1 hr an aq solution of NaOH (2M, 10 mL) and water (10 mL) were added and the mixture was stirred rapidly at RT for 1 hr. The resulting mixture was extracted with ether (50 mL) and the...